This data is from the Open Reaction Database (ORD), a public repository of structured organic reaction records. The task is: describe an organic reaction: reactants, conditions, products, and yield Starting materials: C=CC1=CC=CC=C1 (styrene), C[SiH](O[SiH](C)C)C (1,1,3,3-tetramethyldisiloxane), C(C)(=O)OC(C)=O (acetic anhydride), FC(S(=O)(=O)O[Si](C(C)C)(C(C)C)C(C)C)(F)F (triisopropylsilyl trifluoromethanesulfonate), divinylsiloxane, C(CC1=CC=CC=C1)[Si](O[SiH](C)C)(C)C (1-phenethyl-1,1,3,3-tetramethyldisiloxane), C=CC1=CC=CC=C1 (styrene). Reagents/catalysts: [Pt] (platinum). The solvent is C1(=CC=CC=C1)C (toluene). Product: C(CC1=CC=CC=C1)[Si](O[Si](C)(C)CCC1=CC=CC=C1)(C)C (1,3-bis(phenethyl)-1,1,3,3-tetramethyldisiloxane). Isolated yield 58.0%. Reaction SMILES: [CH2:1]=[CH:2][C:3]1[CH:8]=[CH:7][CH:6]=[CH:5][CH:4]=1.C[SiH](C)O[SiH](C)C.C(OC(=O)C)(=O)C.FC(F)(F)S(O[Si](C(C)C)(C(C)C)C(C)C)(=O)=O.[CH2:41]([Si:49]([CH3:55])([CH3:54])[O:50][SiH:51]([CH3:53])[CH3:52])[CH2:42][C:43]1[CH:48]=[CH:47][CH:46]=[CH:45][CH:44]=1>[Pt].C1(C)C=CC=CC=1>[CH2:1]([Si:51]([CH3:52])([CH3:53])[O:50][Si:49]([CH2:41][CH2:42][C:43]1[CH:48]=[CH:47][CH:46]=[CH:45][CH:44]=1)([CH3:55])[CH3:54])[CH2:2][C:3]1[CH:8]=[CH:7][CH:6]=[CH:5][CH:4]=1. Reported procedure: 380 mg Of styrene and 240 mg of 1,1,3,3-tetramethyldisiloxane were placed in a glass tube to which 20 μL (21.6 mg) of acetic anhydride and 2 μL (2.3 mg) of triisopropylsilyl trifluoromethanesulfonate (i-Pr3SiOSO2CF3) were added by microsyringe. 5 μL (platinum weight: 0.0017 mg) Of a toluene solution (platinum content: 0.04 wt %) of zero-valent platinum complexed with divinylsiloxane were added to this. The tube was put in a 60° C. oil bath and heated for 8 hours. After cooling, the tube contents... Starting materials: CC(=O)O[BH-](OC(C)=O)OC(C)=O, CN(CC1(CC=O)CCc2ccccc21)C(=O)OC(C)(C)C, Cc1nc2ccccc2n1C1CC2CCC(C1)N2, [Na+], [Na+], O=C([O-])O. The product is Cc1nc2ccccc2n1C1CC2CCC(C1)N2CCC1(CN(C)C(=O)OC(C)(C)C)CCc2ccccc21. RXN SMILES: [C:41]([O:42][BH-:43]([O:44][C:45](=[O:46])[CH3:47])[O:48][C:49](=[O:50])[CH3:51])(=[O:52])[CH3:53].[CH3:1][N:2]([C:3]([O:4][C:5]([CH3:6])([CH3:7])[CH3:8])=[O:9])[CH2:10][C:11]1([CH2:20][CH:21]=[O:22])[CH2:12][CH2:13][c:14]2[cH:15][cH:16][cH:17][cH:18][c:19]21.[CH:23]12[CH2:24][CH:25]([n:31]3[c:32]([CH3:40])[n:33][c:34]4[c:35]3[cH:36][cH:37][cH:38][cH:39]4)[CH2:26][CH:27]([CH2:28][CH2:29]1)[NH:30]2.[Na+:54].[Na+:59].[O-:55][C:56]([OH:57])=[O:58]>>[CH3:1][N:2]([C:3]([O:4][C:5]([CH3:6])([CH3:7])[CH3:8])=[O:9])[CH2:10][C:11]1([CH2:20][CH2:21][N:30]2[CH:23]3[CH2:24][CH:25]([n:31]4[c:32]([CH3:40])[n:33][c:34]5[c:35]4[cH:36][cH:37][cH:38][cH:39]5)[CH2:26][CH:27]2[CH2:28][CH2:29]3)[CH2:12][CH2:13][c:14]2[cH:15][cH:16][cH:17][cH:18][c:19]21. The reactants are C1(CC1)COC1=C(C=CC(=N1)C(=O)O)C1COCC1 (6-(cyclopropylmethoxy)-5-(tetrahydrofuran-3-yl)-pyridine-2-carboxylic acid), C1(CC1)COC1=C(C=CC(=N1)C(=O)O)C1OCCC1 (6-(cyclopropylmethoxy)-5-(tetrahydrofuran-2-yl)-pyridine-2-carboxylic acid), N[C@H](C(=O)N)CC(C)C ((2S)-2-amino-4-methyl-pentanamide). Yields the product C(N)(=O)[C@H](CC(C)C)NC(=O)C1=NC(=C(C=C1)C1COCC1)OCC1CC1 (6-Cyclopropylmethoxy-5-(tetrahydro-furan-3-yl)-pyridine-2-carboxylic acid ((S)-1-carbamoyl-3-methyl-butyl)-amide). RXN SMILES: [CH:1]1([CH2:4][O:5][C:6]2[N:11]=[C:10]([C:12]([OH:14])=O)[CH:9]=[CH:8][C:7]=2[CH:15]2[CH2:19][CH2:18][O:17][CH2:16]2)[CH2:3][CH2:2]1.C1(COC2N=C(C(O)=O)C=CC=2C2CCCO2)CC1.[NH2:39][C@@H:40]([CH2:44][CH:45]([CH3:47])[CH3:46])[C:41]([NH2:43])=[O:42]>>[C:41]([C@@H:40]([NH:39][C:12]([C:10]1[CH:9]=[CH:8][C:7]([CH:15]2[CH2:19][CH2:18][O:17][CH2:16]2)=[C:6]([O:5][CH2:4][CH:1]2[CH2:2][CH2:3]2)[N:11]=1)=[O:14])[CH2:44][CH:45]([CH3:47])[CH3:46])(=[O:42])[NH2:43]. Procedure details: The title compound was synthesized in analogy to Example 1, using the mixture of 6-(cyclopropylmethoxy)-5-(tetrahydrofuran-3-yl)-pyridine-2-carboxylic acid and 6-(cyclopropylmethoxy)-5-(tetrahydrofuran-2-yl)-pyridine-2-carboxylic acid (mixture from Example 114 d), and (2S)-2-amino-4-methyl-pentanamide (CAN 687-51-4) as starting materials, MS (EI): m/e=376.2 [M+H]+. The reactants are C(C)NCC (Diethylamine), C(C)OC(C(C(=O)O)CC=1C(=NC(=CC1)NC(=O)OC(C)(C)C)C)=O (2-(6-tert-butoxycarbonylamino-2-methyl-pyridin-3-ylmethyl)-malonic acid monoethyl ester), C=O (formaldehyde). Run in C(Cl)Cl (methylene chloride), C(Cl)Cl (Methylene chloride). The product is C(C)OC(C(=C)CC=1C(=NC(=CC1)NC(=O)OC(C)(C)C)C)=O (2-(6-tert-butoxycarbonylamino-2-methyl-pyridin-3-ylmethyl)-acrylic acid ethyl ester). Yield: 78.6%. Reaction SMILES: C(NCC)C.[CH2:6]([O:8][C:9](=[O:30])[CH:10]([CH2:14][C:15]1[C:16]([CH3:29])=[N:17][C:18]([NH:21][C:22]([O:24][C:25]([CH3:28])([CH3:27])[CH3:26])=[O:23])=[CH:19][CH:20]=1)[C:11](O)=O)[CH3:7].C=O>C(Cl)Cl>[CH2:6]([O:8][C:9](=[O:30])[C:10]([CH2:14][C:15]1[C:16]([CH3:29])=[N:17][C:18]([NH:21][C:22]([O:24][C:25]([CH3:27])([CH3:26])[CH3:28])=[O:23])=[CH:19][CH:20]=1)=[CH2:11])[CH3:7]. Reported procedure: Diethylamine (359 mg, 4.90 mmol) was added dropwise to a solution of 2-(6-tert-butoxycarbonylamino-2-methyl-pyridin-3-ylmethyl)-malonic acid monoethyl ester (1.44 g, 4.09 mmol) and formaldehyde (464 mg, 5.72 mmol, 37% in water) in methylene chloride (35 mL) at 0° C. under argon. The mixture was stirred at room temperature over night. Methylene chloride was added and the solution was washed with Na2CO3 and brine, dried and concentrated under reduced pressure to give 2-(6-tert-butoxycarbonylamino-...